This data is from the Open Reaction Database (ORD), a public repository of structured organic reaction records. The task is: describe an organic reaction: reactants, conditions, products, and yield The reactants are CC(C)C(=O)NC(CS)C(=O)NCCSC(=O)C(C)(C)C, O=C(Cl)c1ccccc1. The product is CC(C)C(=O)NC(CSC(=O)c1ccccc1)C(=O)NCCSC(=O)C(C)(C)C. RXN SMILES: [C:1]([CH:2]([CH3:3])[CH3:4])(=[O:5])[NH:6][CH:7]([CH2:8][SH:9])[C:10](=[O:11])[NH:12][CH2:13][CH2:14][S:15][C:16]([C:17]([CH3:18])([CH3:19])[CH3:20])=[O:21].[C:22]([c:23]1[cH:24][cH:25][cH:26][cH:27][cH:28]1)(=[O:29])[Cl:30]>>[C:1]([CH:2]([CH3:3])[CH3:4])(=[O:5])[NH:6][CH:7]([CH2:8][S:9][C:22]([c:23]1[cH:24][cH:25][cH:26][cH:27][cH:28]1)=[O:29])[C:10](=[O:11])[NH:12][CH2:13][CH2:14][S:15][C:16]([C:17]([CH3:18])([CH3:19])[CH3:20])=[O:21].